Dataset: the Open Reaction Database (ORD), a public repository of structured organic reaction records. Task: describe an organic reaction: reactants, conditions, products, and yield Reactants: CC(C)(C)OC(=O)NCc1cccc(C#N)c1, ClCCl, O=C(O)C(F)(F)F. Product: N#Cc1cccc(CN)c1. RXN SMILES: [C:1](#[N:2])[c:3]1[cH:4][c:5]([CH2:6][NH:7][C:8](=[O:9])[O:10][C:11]([CH3:12])([CH3:13])[CH3:14])[cH:15][cH:16][cH:17]1.[Cl:18][CH2:19][Cl:20].[F:21][C:22]([F:23])([F:24])[C:25]([OH:26])=[O:27]>>[C:1](#[N:2])[c:3]1[cH:4][c:5]([CH2:6][NH2:7])[cH:15][cH:16][cH:17]1. The reactants are C(CCC)(=O)NN (butyric acid hydrazide), CO (methanol), N=C(C(=O)OCC)CCC (ethyl iminovalerate). As a reaction SMILES: [C:1]([NH:6][NH2:7])(=O)[CH2:2][CH2:3][CH3:4].[NH:8]=[C:9]([CH2:15][CH2:16][CH3:17])C(OCC)=O.[CH3:18]O>>[CH2:2]([C:1]1[NH:6][N:7]=[C:9]([CH2:15][CH2:16][CH3:17])[N:8]=1)[CH2:3][CH2:4][CH3:18]. Procedure details: A 3.95 g (38.7 mmol) sample of butyric acid hydrazide was dissolved in 30 mL of methanol and treated with 5.0 g (38.8 mmol) of ethyl iminovalerate under nitrogen. The reaction was stirred at reflux for 3 days and concentrated m vacuo. Purification by silica gel chromatography (Waters Prep-500A) using ethyl acetate/hexane (80:20) gave 5.51 g (85%) of 5-butyl-3-propyl-1H-1,2,4-triazole as a colorless solid: mp 48.5–50.0° C.; NMR (CDCl3) δ 0.92 (t, J=7 Hz, 3H), 0.97 (t, J=7 Hz, 3H), 1.31–1.46 (m, 2... Yields the product C(CCC)C1=NC(=NN1)CCC (5-butyl-3-propyl-1H-1,2,4-triazole). The yield is 85.0%. Starting materials: CC(=O)NC1(c2ccccc2)CCNCC1, CC(=O)OC(c1ccnn1-c1ccccc1)C(CC=O)c1ccc(Cl)c(Cl)c1, O=C([O-])CC(O)(CC(=O)[O-])C(=O)[O-], C1CCNCC1, O. Yields the product CC(=O)NC1(c2ccccc2)CCN(CCC(c2ccc(Cl)c(Cl)c2)C(OC(C)=O)c2ccnn2-c2ccccc2)CC1, O=C(O)CC(O)(CC(=O)O)C(=O)O. As a reaction SMILES: [C:1]([CH3:2])(=[O:3])[NH:4][C:5]1([c:11]2[cH:12][cH:13][cH:14][cH:15][cH:16]2)[CH2:6][CH2:7][NH:8][CH2:9][CH2:10]1.[C:23]([CH3:24])(=[O:25])[O:26][CH:27]([CH:28]([CH2:29][CH:30]=[O:31])[c:32]1[cH:33][c:34]([Cl:39])[c:35]([Cl:38])[cH:36][cH:37]1)[c:40]1[cH:41][cH:42][n:43][n:44]1-[c:45]1[cH:46][cH:47][cH:48][cH:49][cH:50]1.[C:51]([CH2:52][C:53]([OH:54])([C:55](=[O:56])[O-:57])[CH2:58][C:59](=[O:60])[O-:61])(=[O:62])[O-:63].[CH2:17]1[CH2:18][CH2:19][NH:20][CH2:21][CH2:22]1.[OH2:64]>>[C:1]([CH3:2])(=[O:3])[NH:4][C:5]1([c:11]2[cH:12][cH:13][cH:14][cH:15][cH:16]2)[CH2:6][CH2:7][N:8]([CH2:30][CH2:29][CH:28]([CH:27]([O:26][C:23]([CH3:24])=[O:25])[c:40]2[cH:41][cH:42][n:43][n:44]2-[c:45]2[cH:46][cH:47][cH:48][cH:49][cH:50]2)[c:32]2[cH:33][c:34]([Cl:39])[c:35]([Cl:38])[cH:36][cH:37]2)[CH2:9][CH2:10]1.[C:51]([CH2:52][C:53]([OH:54])([C:55](=[O:56])[OH:57])[CH2:58][C:59](=[O:60])[OH:61])(=[O:62])[OH:63]. The reactants are COC(=O)c1cc(Cl)cc(NC(=O)C(C)(C)Br)c1O, O=C([O-])[O-], CN(C)C=O, [K+], [K+], O. Yields the product COC(=O)c1cc(Cl)cc2c1OC(C)(C)C(=O)N2. RXN SMILES: [Br:1][C:2]([C:3](=[O:4])[NH:5][c:6]1[c:7]([OH:17])[c:8]([C:9](=[O:10])[O:11][CH3:12])[cH:13][c:14]([Cl:16])[cH:15]1)([CH3:18])[CH3:19].[C:20](=[O:21])([O-:22])[O-:23].[CH3:26][N:27]([CH3:28])[CH:29]=[O:30].[K+:24].[K+:25].[OH2:31]>>[C:2]1([CH3:18])([CH3:19])[C:3](=[O:4])[NH:5][c:6]2[c:7]([c:8]([C:9](=[O:10])[O:11][CH3:12])[cH:13][c:14]([Cl:16])[cH:15]2)[O:17]1. Starting materials: O=C([O-])[O-], CC#N, FC(F)(F)c1cccnc1Cl, [K+], [K+], O, COC(=O)c1ccc(O)cc1. Yields the product COC(=O)c1ccc(Oc2ncccc2C(F)(F)F)cc1. As a reaction SMILES: [C:23](=[O:24])([O-:25])[O-:26].[CH3:30][C:31]#[N:32].[Cl:1][c:2]1[n:3][cH:4][cH:5][cH:6][c:7]1[C:8]([F:9])([F:10])[F:11].[K+:27].[K+:28].[OH2:29].[OH:12][c:13]1[cH:14][cH:15][c:16]([C:19](=[O:20])[O:21][CH3:22])[cH:17][cH:18]1>>[c:2]1([O:12][c:13]2[cH:14][cH:15][c:16]([C:19](=[O:20])[O:21][CH3:22])[cH:17][cH:18]2)[n:3][cH:4][cH:5][cH:6][c:7]1[C:8]([F:9])([F:10])[F:11]. The reactants are COc1ccc(C(OC2CC(n3cc(C)c(=O)[nH]c3=O)OC2(CO)CO)(c2ccccc2)c2ccc(OC)cc2)cc1, CC(=O)O, O. Yields the product Cc1cn(C2CC(O)C(CO)(CO)O2)c(=O)[nH]c1=O. Reaction SMILES: [CH3:1][O:2][c:3]1[cH:4][cH:5][c:6]([C:7]([c:8]2[cH:9][cH:10][cH:11][cH:12][cH:13]2)([c:14]2[cH:15][cH:16][c:17]([O:18][CH3:19])[cH:20][cH:21]2)[O:22][CH:23]2[CH2:24][CH:25]([n:32]3[c:33](=[O:34])[nH:35][c:36](=[O:37])[c:38]([CH3:39])[cH:40]3)[O:26][C:27]2([CH2:28][OH:29])[CH2:30][OH:31])[cH:41][cH:42]1.[CH3:43][C:44](=[O:45])[OH:46].[OH2:47]>>[OH:22][CH:23]1[CH2:24][CH:25]([n:32]2[c:33](=[O:34])[nH:35][c:36](=[O:37])[c:38]([CH3:39])[cH:40]2)[O:26][C:27]1([CH2:28][OH:29])[CH2:30][OH:31].